Task: describe an organic reaction: reactants, conditions, products, and yield. Dataset: the Open Reaction Database (ORD), a public repository of structured organic reaction records Yield: 96.0%. Starting materials: COC1=C(C=CC=C1)O (methoxyphenol), C(C=C)(=O)OCCC[Si](OCC)(OCC)OCC (triethoxysilylpropyl acrylate). Yields the product C(C)(=O)OCCC[Si](OCC)(OCC)OCC (triethoxysilylpropyl acetate). As a reaction SMILES: COC1C=CC=CC=1O.[C:10]([O:14][CH2:15][CH2:16][CH2:17][Si:18]([O:25][CH2:26][CH3:27])([O:22][CH2:23][CH3:24])[O:19][CH2:20][CH3:21])(=[O:13])[CH:11]=C>>[C:10]([O:14][CH2:15][CH2:16][CH2:17][Si:18]([O:22][CH2:23][CH3:24])([O:19][CH2:20][CH3:21])[O:25][CH2:26][CH3:27])(=[O:13])[CH3:11]. Procedure details: The same procedure as in Example 1 was followed to conduct a reaction, except that 0.02 g of methoxyphenol was further added. After completion of the reaction, the reaction product was analyzed by GC. As a result, it was thus found that triethoxysilylpropyl acrylate as the objective compound had been obtained in a yield of 96% (in terms of triethoxysilylpropyl acetate). The reactants are O (water), C1(=CC=CC=C1)C (toluene), C1(=CC=CC=C1)C (Toluene), C1(=CC=CC=C1)C (toluene), CC=1C=CC(=CC1)C (p-xylene), C1(=CC=CC=C1)C (toluene), C1(=CC=CC=C1)C (Toluene). The reagents and catalysts are Ca-P-ZSM-5. The solvent is ethyltoluenes, xylenes. Reaction conditions: temperature 90 celsius, time 14 hour. Yields the product C(C)C1=CC=C(C=C1)C (p-ethyltoluene). The yield is 88.7%. Reaction SMILES: O.[CH3:2][C:3]1[CH:4]=[CH:5][C:6]([CH3:9])=[CH:7][CH:8]=1.[C:10]1(C)C=CC=CC=1>>[CH2:2]([C:3]1[CH:8]=[CH:7][C:6]([CH3:9])=[CH:5][CH:4]=1)[CH3:10]. Reported procedure: The same Ca-P-ZSM-5 catalyst is then treated with a stream of air which is first moistened with water at ambient temperature and is then passed for 14 hours at the rate of 300 cc/minute into the catalyst bed maintained at 90° C. After calcination at 500° C. for 1 hour, disproportionation and ethylation of toluene are again carried out under the same conditions used with the untreated catalyst. Toluene disproportionation gives 12.6% toluene conversion with a para-selectivity of 66.3% p-xylene in ... As a reaction SMILES: [CH3:11][CH2:12][CH2:13][CH2:14][CH2:15][CH2:16][CH2:17][CH2:18][CH2:19][CH2:20][CH2:21][CH2:22][CH2:23][CH2:24][CH2:25][CH:26]([OH:27])[CH:28]([NH2:29])[CH2:30][OH:31].[F:1][c:2]1[cH:3][cH:4][c:5]([N+:8](=[O:9])[O-:10])[cH:6][cH:7]1.[Na+:32].[Na+:33].[O-:34][C:35](=[O:36])[O-:37].[OH2:38]>>[c:2]1([NH:29][CH:28]([CH:26]([CH2:25][CH2:24][CH2:23][CH2:22][CH2:21][CH2:20][CH2:19][CH2:18][CH2:17][CH2:16][CH2:15][CH2:14][CH2:13][CH2:12][CH3:11])[OH:27])[CH2:30][OH:31])[cH:3][cH:4][c:5]([N+:8](=[O:9])[O-:10])[cH:6][cH:7]1. The product is CCCCCCCCCCCCCCCC(O)C(CO)Nc1ccc([N+](=O)[O-])cc1. Reactants: CCCCCCCCCCCCCCCC(O)C(N)CO, O=[N+]([O-])c1ccc(F)cc1, [Na+], [Na+], O=C([O-])[O-], O. The reactants are O=C([O-])[O-], CC#N, [Cl-], O=Cc1cccc(OCc2ccc(Cl)cc2)c1O, CCI, [K+], [K+], [NH4+]. Product: CCOc1c(C=O)cccc1OCc1ccc(Cl)cc1. Reaction SMILES: [C:19](=[O:20])([O-:21])[O-:22].[CH3:30][C:31]#[N:32].[Cl-:28].[Cl:1][c:2]1[cH:3][cH:4][c:5]([CH2:6][O:7][c:8]2[c:9]([OH:16])[c:10]([CH:11]=[O:12])[cH:13][cH:14][cH:15]2)[cH:17][cH:18]1.[I:25][CH2:26][CH3:27].[K+:23].[K+:24].[NH4+:29]>>[Cl:1][c:2]1[cH:3][cH:4][c:5]([CH2:6][O:7][c:8]2[c:9]([O:16][CH2:26][CH3:27])[c:10]([CH:11]=[O:12])[cH:13][cH:14][cH:15]2)[cH:17][cH:18]1.